Dataset: the Open Reaction Database (ORD), a public repository of structured organic reaction records. Task: describe an organic reaction: reactants, conditions, products, and yield Starting materials: 4E, C(C)OC(C(C)(C)OC1=CC(=CC2=CC=CC=C12)O)=O (2-(3-hydroxy-naphthalen-1-yloxy)-2-methyl-propionic acid ethyl ester), CC1=NC(=CC=C1CO)C1=CC=C(C=C1)C(F)(F)F ([2-methyl-6-(4-trifluoromethyl-phenyl)-pyridin-3-yl]-methanol). Product: C(C)OC(C(C)(OC1=CC(=CC2=CC=CC=C12)OCC=1C(=NC(=CC1)C1=CC=C(C=C1)C(F)(F)F)C)C)=O (2-methyl-2-{3-[2-methyl-6-(4-trifluoromethyl-phenyl)-pyridin-3-ylmethoxy]-naphthalen-1-yloxy}-propionic acid ethyl ester). RXN SMILES: [CH2:1]([O:3][C:4](=[O:20])[C:5]([O:8][C:9]1[C:18]2[C:13](=[CH:14][CH:15]=[CH:16][CH:17]=2)[CH:12]=[C:11]([OH:19])[CH:10]=1)([CH3:7])[CH3:6])[CH3:2].[CH3:21][C:22]1[C:27]([CH2:28]O)=[CH:26][CH:25]=[C:24]([C:30]2[CH:35]=[CH:34][C:33]([C:36]([F:39])([F:38])[F:37])=[CH:32][CH:31]=2)[N:23]=1>>[CH2:1]([O:3][C:4](=[O:20])[C:5]([CH3:7])([O:8][C:9]1[C:18]2[C:13](=[CH:14][CH:15]=[CH:16][CH:17]=2)[CH:12]=[C:11]([O:19][CH2:28][C:27]2[C:22]([CH3:21])=[N:23][C:24]([C:30]3[CH:31]=[CH:32][C:33]([C:36]([F:39])([F:37])[F:38])=[CH:34][CH:35]=3)=[CH:25][CH:26]=2)[CH:10]=1)[CH3:6])[CH3:2]. Procedure details: In analogy to the procedures described in example 4D] and 4E], 2-(3-hydroxy-naphthalen-1-yloxy)-2-methyl-propionic acid ethyl ester (example 14C]) was reacted with [2-methyl-6-(4-trifluoromethyl-phenyl)-pyridin-3-yl]-methanol (example 1I]) to give 2-methyl-2-{3-[2-methyl-6-(4-trifluoromethyl-phenyl)-pyridin-3-ylmethoxy]-naphthalen-1-yloxy}-propionic acid ethyl ester, which was subsequently saponified to yield the title compound as light yellow solid. The reactants are FC=1C=NC=CC1N1C=C(C(C2=CC(=C(C=C12)N1CC(CC1)NC(C)=O)F)=O)C(=O)O (1-(3-fluoro-4-pyridyl)-6-fluoro-7-(3-acetamido-1-pyrrolidyl)-1,4-dihydro-4-oxoquinoline-3-carboxylic acid), C(C)O (ethanol), Cl (hydrochloric acid). Solvent: O (water). Yields the product Cl.FC=1C=NC=CC1N1C=C(C(C2=CC(=C(C=C12)N1CC(CC1)N)F)=O)C(=O)O (1-(3-fluoro-4-pyridyl)-6-fluoro-7-(3-amino-1-pyrrolidinyl)-1,4-dihydro-4-oxoquinoline-3-carboxylic acid hydrochloride). RXN SMILES: [F:1][C:2]1[CH:3]=[N:4][CH:5]=[CH:6][C:7]=1[N:8]1[C:17]2[C:12](=[CH:13][C:14]([F:27])=[C:15]([N:18]3[CH2:22][CH2:21][CH:20]([NH:23]C(=O)C)[CH2:19]3)[CH:16]=2)[C:11](=[O:28])[C:10]([C:29]([OH:31])=[O:30])=[CH:9]1.C(O)C.[ClH:35]>O>[ClH:35].[F:1][C:2]1[CH:3]=[N:4][CH:5]=[CH:6][C:7]=1[N:8]1[C:17]2[C:12](=[CH:13][C:14]([F:27])=[C:15]([N:18]3[CH2:22][CH2:21][CH:20]([NH2:23])[CH2:19]3)[CH:16]=2)[C:11](=[O:28])[C:10]([C:29]([OH:31])=[O:30])=[CH:9]1 |f:4.5|. Procedure: 0.5 g of 1-(3-fluoro-4-pyridyl)-6-fluoro-7-(3-acetamido-1-pyrrolidyl)-1,4-dihydro-4-oxoquinoline-3-carboxylic acid is added to 15 ml of ethanol, 10 ml of water and 5 ml of conc. hydrochloric acid. The reaction mixture is refluxed for 18 hours, cooled and concentrated under a reduced pressure to remove the solvent completely. The reactants are solid, O=C1N(C(C2=CC=CC=C12)=O)CC(=O)N1C(CCC2=CC=CC=C12)C(=O)O (1,2,3,4-Tetrahydro-1-[2-[1,3-dihydro-1,3-dioxo-2H-isoindol-2-yl]acetyl]quinoline-2-carboxylic acid), N2H4.H2O. Solvent: O (H2O), CO (methanol), CO (methanol), C(C)O.O (ethanol H2O). Conditions: time 15 minute. Product: NCC(=O)N1C(CCC2=CC=CC=C12)C(=O)O (Glycyl-1,2,3,4-tetrahydroquinoline-2-carboxylic Acid). The yield is 38.3%. RXN SMILES: O=C1C2C(=CC=CC=2)C(=O)[N:3]1[CH2:12][C:13]([N:15]1[C:24]2[C:19](=[CH:20][CH:21]=[CH:22][CH:23]=2)[CH2:18][CH2:17][CH:16]1[C:25]([OH:27])=[O:26])=[O:14]>CO.O.C(O)C.O>[NH2:3][CH2:12][C:13]([N:15]1[C:24]2[C:19](=[CH:20][CH:21]=[CH:22][CH:23]=2)[CH2:18][CH2:17][CH:16]1[C:25]([OH:27])=[O:26])=[O:14] |f:3.4|. Procedure details: To a stirred mixture of the compound of Example I (75.2 g, 0.206 mole) and methanol (400 ml) was added 85% N2H4.H2O (12.7 ml, 0.220 mole) dissolved in methanol (30 ml) dropwise over 0.5 hours. After stirring under ambient conditions for 15 minutes, the solution was heated to reflux. Reflux was maintained for 6.0 hours, then allowed to cool overnight at 0°. The crystalline solid was collected, washed with methanol (50 ml) and air dried to give 68.0 g. This solid (68.0 g) was stirred in H2O (175 m... Starting materials: COc1ccc2c(c1)C=Cc1ccc(C(=O)O)cc1S2(=O)=O, O=C(O)c1ccc2c(c1)S(=O)(=O)c1ccccc1C=C2. Yields the product COc1ccc2c(c1)C=Cc1ccc(CO)cc1S2(=O)=O. As a reaction SMILES: [CH3:1][O:2][c:3]1[cH:4][cH:5][c:6]2[c:7]([cH:22]1)[CH:8]=[CH:9][c:10]1[c:11]([cH:15][c:16]([C:19](=[O:20])[OH:21])[cH:17][cH:18]1)[S:12]2(=[O:13])=[O:14].[cH:23]1[c:24]2[c:36]([cH:37][c:38]([C:39]([OH:40])=[O:41])[cH:42]1)[S:33](=[O:34])(=[O:35])[c:32]1[c:27]([cH:28][cH:29][cH:30][cH:31]1)[CH:26]=[CH:25]2>>[CH3:1][O:2][c:3]1[cH:4][cH:5][c:6]2[c:7]([cH:22]1)[CH:8]=[CH:9][c:10]1[c:11]([cH:15][c:16]([CH2:19][OH:20])[cH:17][cH:18]1)[S:12]2(=[O:13])=[O:14]. Reactants: C(CCC)=C1C(N(C(S1)=O)CCCCSC1=CC=CC=2N1C(=CN2)Br)=O (5-butylidene-3-[4-(3-bromoimidazo[1,2-a]pyridin-5-ylthio)butyl]thiazolidine-2,4-dione), Cl (hydrochloric acid). Solvent: CO (methanol). Yields the product Cl.C(CCC)=C1C(N(C(S1)=O)CCCCSC1=CC=CC=2N1C(=CN2)Br)=O (5-butylidene-3-[4-(3-bromoimidazo[1,2-a]pyridin-5-ylthio)butyl]thiazolidine-2,4-dione hydrochloride). As a reaction SMILES: [CH:1](=[C:5]1[S:9][C:8](=[O:10])[N:7]([CH2:11][CH2:12][CH2:13][CH2:14][S:15][C:16]2[N:21]3[C:22]([Br:25])=[CH:23][N:24]=[C:20]3[CH:19]=[CH:18][CH:17]=2)[C:6]1=[O:26])[CH2:2][CH2:3][CH3:4].[ClH:27]>CO>[ClH:27].[CH:1](=[C:5]1[S:9][C:8](=[O:10])[N:7]([CH2:11][CH2:12][CH2:13][CH2:14][S:15][C:16]2[N:21]3[C:22]([Br:25])=[CH:23][N:24]=[C:20]3[CH:19]=[CH:18][CH:17]=2)[C:6]1=[O:26])[CH2:2][CH2:3][CH3:4] |f:3.4|. Reported procedure: To a solution of 1.11 g (2.44 mmol) of 5-butylidene-3-[4-(3-bromoimidazo[1,2-a]pyridin-5-ylthio)butyl]thiazolidine-2,4-dione in 30 ml of methanol, 0.25 ml of concentrated hydrochloric acid was added. After the solvent was distilled off, the residue was washed with diethyl ether to yield 1.18 g (98.5%, yellow oily substance) of the desired product. The reactants are ice, S([O-])(O)=O.[Na+] (sodium bisulfite), ClC1=CC=C(C=C1)CC(C(C)NC(C(C)(C)OC1=NC=C(C=C1)C(F)(F)F)=O)C=1C=NC=C(C1)Cl (N-[3-(4-chlorophenyl)-2-(5-chloro-3-pyridyl)-1-methylpropyl]-2-(5-trifluoromethyl-2-pyridyloxy)-2-methylpropanamide), [B-](F)(F)(F)F.C1=CC=NC=C1.C1=CC=NC=C1.[IH2+] (bis(pyridine)iodonium tetrafluoroborate), OS(=O)(=O)C(F)(F)F (triflic acid). Solvent: C(Cl)Cl (CH2Cl2). Reaction conditions: time 50 minute. Yields the product ClC=1C=C(C=NC1)C(C(C)NC(C(C)(C)OC1=NC=C(C=C1)C(F)(F)F)=O)CC1=CC(=C(C=C1)Cl)I (N-[2-(5-Chloro-3-pyridyl)-3-(4-chloro-3-iodophenyl)-1-methylpropyl]-2-(5-trifluoromethyl-2-pyridyloxy)-2-methylpropanamide). As a reaction SMILES: [Cl:1][C:2]1[CH:7]=[CH:6][C:5]([CH2:8][CH:9]([C:29]2[CH:30]=[N:31][CH:32]=[C:33]([Cl:35])[CH:34]=2)[CH:10]([NH:12][C:13](=[O:28])[C:14]([O:17][C:18]2[CH:23]=[CH:22][C:21]([C:24]([F:27])([F:26])[F:25])=[CH:20][N:19]=2)([CH3:16])[CH3:15])[CH3:11])=[CH:4][CH:3]=1.[B-](F)(F)(F)F.C1C=CN=CC=1.C1C=CN=CC=1.[IH2+:53].OS(C(F)(F)F)(=O)=O.S(=O)(O)[O-].[Na+]>C(Cl)Cl>[Cl:35][C:33]1[CH:34]=[C:29]([CH:9]([CH2:8][C:5]2[CH:6]=[CH:7][C:2]([Cl:1])=[C:3]([I:53])[CH:4]=2)[CH:10]([NH:12][C:13](=[O:28])[C:14]([O:17][C:18]2[CH:23]=[CH:22][C:21]([C:24]([F:27])([F:25])[F:26])=[CH:20][N:19]=2)([CH3:15])[CH3:16])[CH3:11])[CH:30]=[N:31][CH:32]=1 |f:1.2.3.4,6.7|. Reported procedure: The procedure of Barluenga (J Org Chem 1990, 55, 3104) was used. Thus, to a solution of N-[3-(4-chlorophenyl)-2-(5-chloro-3-pyridyl)-1-methylpropyl]-2-(5-trifluoromethyl-2-pyridyloxy)-2-methylpropanamide (Example 398, 22 mg, 0.041 mmol) and bis(pyridine)iodonium tetrafluoroborate (30 mg, 0.082 mmol) in 0.3 mL anhydrous CH2Cl2 was added triflic acid (18 μL, 0.20 mmol). After stirring at room temperature for 50 min, the reaction mixture was poured into a mixture of ice (20 g) and sodium bisulfite ... Reactants: C(C)(C)(C)OC(NCCCCN)=O ((4-Aminobutyl)-carbamic acid tert-butyl ester), C(C)(C)(C)OC(NC=1C(=NC=CC1)C=O)=O ((2-formylpyridin-3-yl)carbamic acid tert-butyl ester), [BH4-].[Na+] (NaBH4). Run in CO (MeOH). Product: C(C)(C)(C)OC(NC=1C(=NC=CC1)CNCCCCNC(=O)OC(C)(C)C)=O ({2-[(4-tert-butoxycarbonylamino-butylamino)-methyl]-pyridin-3-yl}-carbamic acid tert-butyl ester). Reaction SMILES: [C:1]([O:5][C:6](=[O:13])[NH:7][CH2:8][CH2:9][CH2:10][CH2:11][NH2:12])([CH3:4])([CH3:3])[CH3:2].[C:14]([O:18][C:19](=[O:29])[NH:20][C:21]1[C:22]([CH:27]=O)=[N:23][CH:24]=[CH:25][CH:26]=1)([CH3:17])([CH3:16])[CH3:15].[BH4-].[Na+]>CO>[C:1]([O:5][C:6](=[O:13])[NH:7][C:8]1[C:27]([CH2:22][NH:23][CH2:24][CH2:25][CH2:26][CH2:21][NH:20][C:19]([O:18][C:14]([CH3:15])([CH3:17])[CH3:16])=[O:29])=[N:12][CH:11]=[CH:10][CH:9]=1)([CH3:4])([CH3:2])[CH3:3] |f:2.3|. Reported procedure: Using General Procedure B: Reaction of (4-Aminobutyl)-carbamic acid tert-butyl ester and (2-formylpyridin-3-yl)carbamic acid tert-butyl ester in MeOH with NaBH4 gave {2-[(4-tert-butoxycarbonylamino-butylamino)-methyl]-pyridin-3-yl}-carbamic acid tert-butyl ester as a clear residue. 1H NMR (CDCl3): δ 1.44 (s, 9H), 1.53 (s, 9H), 1.55 (m, 4H), 2.67 (m, 2H), 3.13 (m, 2H), 4.07 (s, 2H), 4.53 (m, 1H), 7.15 (dd, 1H, J=6.3 Hz), 8.11 (dd, 1H, J=6.3 Hz), 8.33 (d, 1H, J=9 Hz), 10.09 (s, 1H).